From a dataset of the Open Reaction Database (ORD), a public repository of structured organic reaction records. describe an organic reaction: reactants, conditions, products, and yield Starting materials: O=S(Cl)Cl (SOCl2), O (water), CC1=C(C(=NC=C1)CN1C(C(=CC=C1)C(F)(F)F)=O)COC1OCCCC1 (1-[4-Methyl-3-(tetrahydro-pyran-2-yloxymethyl)-pyridin-2-ylmethyl]-3-trifluoromethyl-1H-pyridin-2-one). The solvent is C(Cl)Cl (DCM). Run at time 1 hour. The product is ClCC=1C(=NC=CC1C)CN1C(C(=CC=C1)C(F)(F)F)=O (1-(3-Chloromethyl-4-methyl-pyridin-2-ylmethyl)-3-trifluoromethyl-1H-pyridin-2-one). RXN SMILES: [CH3:1][C:2]1[CH:7]=[CH:6][N:5]=[C:4]([CH2:8][N:9]2[CH:14]=[CH:13][CH:12]=[C:11]([C:15]([F:18])([F:17])[F:16])[C:10]2=[O:19])[C:3]=1[CH2:20]OC1CCCCO1.O=S(Cl)[Cl:30].O>C(Cl)Cl>[Cl:30][CH2:20][C:3]1[C:4]([CH2:8][N:9]2[CH:14]=[CH:13][CH:12]=[C:11]([C:15]([F:18])([F:17])[F:16])[C:10]2=[O:19])=[N:5][CH:6]=[CH:7][C:2]=1[CH3:1]. Reported procedure: 1-[4-Methyl-3-(tetrahydro-pyran-2-yloxymethyl)-pyridin-2-ylmethyl]-3-trifluoromethyl-1H-pyridin-2-one (100 mg. 0.26 mmol) was dissolved in DCM (5 mL). SOCl2 (97 μL. 1.31 mmol) and water (25 μL) were added and the reaction mixture was stirred for 1 h at RT. After removal of the solvents in vacuo the resulting title compound was used for the next reaction without purification. MS (m/z): 317.0 [M+H+]. The reactants are ClC1=C(C=C(C=C1OC)C=1OC=CC1)OC (2-(4-chloro-3,5-dimethoxyphenyl)furan), CON(C(C(C1=CC=C(C=C1)N1CCOCC1)OC)=O)C (N,2-dimethoxy-N-methyl-2-(4-morpholinophenyl)acetamide). Product: ClC1=C(C=C(C=C1OC)C1=CC=C(O1)C(C(C1=CC=C(C=C1)N1CCOCC1)OC)=O)OC (1-(5-(4-chloro-3,5-dimethoxyphenyl)furan-2-yl)-2-methoxy-2-(4-morpholinophenyl)ethanone), product. Yield: 43.0%. As a reaction SMILES: [Cl:1][C:2]1[C:7]([O:8][CH3:9])=[CH:6][C:5]([C:10]2[O:11][CH:12]=[CH:13][CH:14]=2)=[CH:4][C:3]=1[O:15][CH3:16].CON(C)[C:20](=[O:36])[CH:21]([O:34][CH3:35])[C:22]1[CH:27]=[CH:26][C:25]([N:28]2[CH2:33][CH2:32][O:31][CH2:30][CH2:29]2)=[CH:24][CH:23]=1>>[Cl:1][C:2]1[C:7]([O:8][CH3:9])=[CH:6][C:5]([C:10]2[O:11][C:12]([C:20](=[O:36])[CH:21]([O:34][CH3:35])[C:22]3[CH:23]=[CH:24][C:25]([N:28]4[CH2:29][CH2:30][O:31][CH2:32][CH2:33]4)=[CH:26][CH:27]=3)=[CH:13][CH:14]=2)=[CH:4][C:3]=1[O:15][CH3:16]. Reported procedure: 1-(5-(4-chloro-3,5-dimethoxyphenyl)furan-2-yl)-2-methoxy-2-(4-morpholinophenyl)ethanone was prepared from 2-(4-chloro-3,5-dimethoxyphenyl)furan and N,2-dimethoxy-N-methyl-2-(4-morpholinophenyl)acetamide according to the procedure used in Example 30. Purification by chromatography (70% EtOAc/hexanes) gave the product as a pale yellow solid (0.201 g, 43% yield). MS: m/z 472.2 [M+H]+. Starting materials: BrCc1ccccc1, COC(=O)C1(CS(=O)(=O)c2ccc(Oc3ccc(Cl)cc3)cc2)CCOCC1, CC(C)NC(C)C, CC(C)[N-]C(C)C, Cl, [Li+], C1CCOC1. The product is COC(=O)C1(CS(=O)(=O)c2ccc(Oc3ccc(Cl)cc3)cc2)CCOCC1Cc1ccccc1, CC(C)[N-]C(C)C, [Li+]. Reaction SMILES: [Br:44][CH2:45][c:46]1[cH:47][cH:48][cH:49][cH:50][cH:51]1.[CH3:8][O:9][C:10](=[O:11])[C:12]1([CH2:18][S:19](=[O:20])(=[O:21])[c:22]2[cH:23][cH:24][c:25]([O:28][c:29]3[cH:30][cH:31][c:32]([Cl:35])[cH:33][cH:34]3)[cH:26][cH:27]2)[CH2:13][CH2:14][O:15][CH2:16][CH2:17]1.[CH:1]([CH3:2])([CH3:3])[NH:4][CH:5]([CH3:6])[CH3:7].[CH:36]([N-:37][CH:38]([CH3:39])[CH3:40])([CH3:41])[CH3:42].[ClH:57].[Li+:43].[O:52]1[CH2:53][CH2:54][CH2:55][CH2:56]1>>[CH3:8][O:9][C:10](=[O:11])[C:12]1([CH2:18][S:19](=[O:20])(=[O:21])[c:22]2[cH:23][cH:24][c:25]([O:28][c:29]3[cH:30][cH:31][c:32]([Cl:35])[cH:33][cH:34]3)[cH:26][cH:27]2)[CH:13]([CH2:45][c:46]2[cH:47][cH:48][cH:49][cH:50][cH:51]2)[CH2:14][O:15][CH2:16][CH2:17]1.[CH:1]([CH3:2])([CH3:3])[N-:4][CH:5]([CH3:6])[CH3:7].[Li+:43]. Reported procedure: A solution of 5-iodouracil (8 g, 30 mmol) in redistilled triethylamine (500 mL) and dry DMF (10 mL) was degassed with oxygen-free nitrogen for 15 minutes. Bis(triphenylphosphine)palladium (II) chloride (0.5 g), copper (I) iodide (0.5 g) and trimethylsilylacetylene (10 g, 102 mmol) were then added and the mixture was heated with stirring at 50° C. for 24 hours. The cooled reaction mixture was filtered, the filtrate evaporated to dryness and the residue dissolved in dichloromethane (500 mL). The o... The solvent is C(C)N(CC)CC (triethylamine), CN(C)C=O (DMF). The reactants are IC=1C(NC(NC1)=O)=O (5-iodouracil), O=O (oxygen), C[Si](C)(C)C#C (trimethylsilylacetylene). As a reaction SMILES: I[C:2]1[C:3](=[O:9])[NH:4][C:5](=[O:8])[NH:6][CH:7]=1.O=O.[CH3:12][Si:13]([C:16]#[CH:17])([CH3:15])[CH3:14]>C(N(CC)CC)C.CN(C=O)C.C1C=CC(P(C2C=CC=CC=2)C2C=CC=CC=2)=CC=1.C1C=CC(P(C2C=CC=CC=2)C2C=CC=CC=2)=CC=1.Cl[Pd]Cl.[Cu]I>[CH3:12][Si:13]([C:16]#[C:17][C:2]1[C:3](=[O:9])[NH:4][C:5](=[O:8])[NH:6][CH:7]=1)([CH3:15])[CH3:14] |f:5.6.7|. The reagents and catalysts are C1=CC=C(C=C1)P(C2=CC=CC=C2)C3=CC=CC=C3.C1=CC=C(C=C1)P(C2=CC=CC=C2)C3=CC=CC=C3.Cl[Pd]Cl (Bis(triphenylphosphine)palladium (II) chloride), [Cu]I (copper (I) iodide). Run at temperature 50 celsius, time 24 hour. Yields the product C[Si](C)(C)C#CC=1C(NC(NC1)=O)=O (5-(Trimethylsilylethynyl)uracil). Starting materials: ClCC(=O)OC (Methyl chloroacetate), Compound 3a, solution, C[O-].[Na+] (sodium methoxide), N(=C=S)C1=CC=CC=C1 (isothiocyanato-benzene), 3a, NC#N (NH2CN). The solvent is CO (methanol), CO (methanol). Reaction conditions: temperature 55 celsius, time 3 hour. The product is COC(=O)C1=C(N=C(S1)NC1=CC=CC=C1)N (4-amino-2-phenylamino-thiazole-5-carboxylic acid methyl ester), 3b. Isolated yield 60.0%. Reaction SMILES: C[O-].[Na+].[N:4]([C:7]1[CH:12]=[CH:11][CH:10]=[CH:9][CH:8]=1)=[C:5]=[S:6].[NH2:13][C:14]#[N:15].Cl[CH2:17][C:18]([O:20][CH3:21])=[O:19]>CO>[CH3:21][O:20][C:18]([C:17]1[S:6][C:5]([NH:4][C:7]2[CH:12]=[CH:11][CH:10]=[CH:9][CH:8]=2)=[N:15][C:14]=1[NH2:13])=[O:19] |f:0.1|. Procedure details: A 0.5 M solution of sodium methoxide in methanol (44.4 mL, 22.19 mmol) was added dropwise to a suspension of isothiocyanato-benzene Compound 3a (2.0 g, 14.79 mmol) and NH2CN (0.684 g, 16.27 mmol) in methanol (50 mL) at 0° C. The mixture was stirred at r.t. until Compound 3a was no longer detected (about 3 hrs). Methyl chloroacetate (1.56 mL, 17.75 mmol) was added at r.t. and the mixture was warmed to 50-60° C. and stirred at 50-60° C. for about 3 hrs, then stirred at r.t. overnight. The mixture ... The reactants are FC1=CC=C(C=C1)C1=CC=C(C=C1)O (4′-fluoro-biphenyl-4-ol), C(C)OC(=O)C1(CN(CC1)C(C1=CC=C(C=C1)Cl)=O)CI (1-(4-chloro-benzoyl)-3-iodomethyl-pyrrolidine-3-carboxylic acid ethyl ester). Yields the product C(C)OC(=O)C1(CN(CC1)C(C1=CC=C(C=C1)Cl)=O)COC1=CC=C(C=C1)C1=CC=C(C=C1)F (1-(4-Chloro-benzoyl)-3-(4′-fluoro-biphenyl-4-yloxymethyl)-pyrrolidine-3-carboxylic acid ethyl ester), solid. The yield is 37.0%. As a reaction SMILES: [F:1][C:2]1[CH:7]=[CH:6][C:5]([C:8]2[CH:13]=[CH:12][C:11]([OH:14])=[CH:10][CH:9]=2)=[CH:4][CH:3]=1.[CH2:15]([O:17][C:18]([C:20]1([CH2:34]I)[CH2:24][CH2:23][N:22]([C:25](=[O:33])[C:26]2[CH:31]=[CH:30][C:29]([Cl:32])=[CH:28][CH:27]=2)[CH2:21]1)=[O:19])[CH3:16]>>[CH2:15]([O:17][C:18]([C:20]1([CH2:34][O:14][C:11]2[CH:12]=[CH:13][C:8]([C:5]3[CH:4]=[CH:3][C:2]([F:1])=[CH:7][CH:6]=3)=[CH:9][CH:10]=2)[CH2:24][CH2:23][N:22]([C:25](=[O:33])[C:26]2[CH:27]=[CH:28][C:29]([Cl:32])=[CH:30][CH:31]=2)[CH2:21]1)=[O:19])[CH3:16]. Reported procedure: The title compound was prepared according to the method described for Preparation 29 using 4′-fluoro-biphenyl-4-ol and 1-(4-chloro-benzoyl)-3-iodomethyl-pyrrolidine-3-carboxylic acid ethyl ester (Preparation 13) to afford the racemate as a white solid (84 mg, 37%) The product is COC(=O)c1ccc2c(c1)C(N1CCCC1=O)C(O)C(C)(C)O2. RXN SMILES: [C:1](=[O:2])([O:3][CH3:4])[c:5]1[cH:6][c:7]2[c:8]([cH:16][cH:17]1)[O:9][C:10]([CH3:14])([CH3:15])[CH:11]1[CH:12]2[O:13]1.[CH3:27][S:28](=[O:29])[CH3:30].[CH3:31][CH2:32][O:33][C:34](=[O:35])[CH3:36].[H-:24].[NH:18]1[C:19](=[O:23])[CH2:20][CH2:21][CH2:22]1.[Na+:25].[OH2:26]>>[C:1](=[O:2])([O:3][CH3:4])[c:5]1[cH:6][c:7]2[c:8]([cH:16][cH:17]1)[O:9][C:10]([CH3:14])([CH3:15])[CH:11]([OH:13])[CH:12]2[N:18]1[C:19](=[O:23])[CH2:20][CH2:21][CH2:22]1. Starting materials: COC(=O)c1ccc2c(c1)C1OC1C(C)(C)O2, CS(C)=O, CCOC(C)=O, [H-], O=C1CCCN1, [Na+], O.